From a dataset of the Open Reaction Database (ORD), a public repository of structured organic reaction records. describe an organic reaction: reactants, conditions, products, and yield The reactants are C(C)(=O)O (acetic acid), C(=O)(OCC1=CC=CC=C1)NCC1=C(C=CC=C1)CC(=O)NC1C(N(C1)S(=O)(=O)[O-])=O.[Na+] (sodium 3-[2-(2-carbobenzoxyaminomethylphenyl)acetamido]-2-oxoazetidine-1-sulfonate). The reagents and catalysts are [Pd] (palladium black). The solvent is CO (methanol), [H][H] (hydrogen). The product is NCC1=C(C=CC=C1)CC(=O)NC1C(N(C1)S(=O)(=O)[O-])=O.[Na+] (sodium 3-[2-(2-aminomethylphenyl)acetamido]-2-oxoazetidine-1-sulfonate). Isolated yield 77.9%. As a reaction SMILES: C([NH:11][CH2:12][C:13]1[CH:18]=[CH:17][CH:16]=[CH:15][C:14]=1[CH2:19][C:20]([NH:22][CH:23]1[CH2:26][N:25]([S:27]([O-:30])(=[O:29])=[O:28])[C:24]1=[O:31])=[O:21])(OCC1C=CC=CC=1)=O.[Na+:32].C(O)(=O)C>CO.[H][H].[Pd]>[NH2:11][CH2:12][C:13]1[CH:18]=[CH:17][CH:16]=[CH:15][C:14]=1[CH2:19][C:20]([NH:22][CH:23]1[CH2:26][N:25]([S:27]([O-:30])(=[O:28])=[O:29])[C:24]1=[O:31])=[O:21].[Na+:32] |f:0.1,6.7|. Procedure details: In 35 ml of 30% methanol is dissolved 0.30 g of the above sodium 3-[2-(2-carbobenzoxyaminomethylphenyl)acetamido]-2-oxoazetidine-1-sulfonate, followed by addition of 0.68 ml of 6% acetic acid and 76 mg of palladium black. The mixture is stirred in hydrogen gas streams at room temperature for 90 minutes. The catalyst is filtered off and the filtrate is purified on an Amberlite XAD-II column. The above procedure provides 0.167 g of sodium 3-[2-(2-aminomethylphenyl)acetamido]-2-oxoazetidine-1-sulfo... Starting materials: C1CCOC1, O=C=Nc1cccc(F)c1, COc1ccc(CNc2cc3c(cn2)cc(-c2cc(N)c(F)cc2Cl)c(=O)n3C(C)C)cc1. Product: COc1ccc(CNc2cc3c(cn2)cc(-c2cc(NC(=O)Nc4cccc(F)c4)c(F)cc2Cl)c(=O)n3C(C)C)cc1. As a reaction SMILES: [CH2:44]1[O:45][CH2:46][CH2:47][CH2:48]1.[F:34][c:35]1[cH:36][c:37]([N:41]=[C:42]=[O:43])[cH:38][cH:39][cH:40]1.[NH2:1][c:2]1[c:3]([F:33])[cH:4][c:5]([Cl:32])[c:6](-[c:8]2[c:9](=[O:31])[n:10]([CH:28]([CH3:29])[CH3:30])[c:11]3[cH:12][c:13]([NH:18][CH2:19][c:20]4[cH:21][cH:22][c:23]([O:26][CH3:27])[cH:24][cH:25]4)[n:14][cH:15][c:16]3[cH:17]2)[cH:7]1>>[NH:1]([c:2]1[c:3]([F:33])[cH:4][c:5]([Cl:32])[c:6](-[c:8]2[c:9](=[O:31])[n:10]([CH:28]([CH3:29])[CH3:30])[c:11]3[cH:12][c:13]([NH:18][CH2:19][c:20]4[cH:21][cH:22][c:23]([O:26][CH3:27])[cH:24][cH:25]4)[n:14][cH:15][c:16]3[cH:17]2)[cH:7]1)[C:42]([NH:41][c:37]1[cH:36][c:35]([F:34])[cH:40][cH:39][cH:38]1)=[O:43]. Starting materials: C(O)([O-])=O.[Na+] (sodium hydrogencarbonate), CC1(CC(CC(C1)(C)C)C1=C(C=CC=C1)N1CCNCC1)C (1-[2-(3,3,5,5-tetramethylcyclohexyl)phenyl]piperazine), C(C#C)Br (propargyl bromide), C([O-])([O-])=O.[K+].[K+] (potassium carbonate). Run in CN(C=O)C (dimethylformamide), C(C)(=O)OCC.ClCCl (ethyl acetate dichloromethane). Conditions: temperature 80 celsius, time 20 minute. The product is C(C#C)N1CCN(CC1)C1=C(C=CC=C1)C1CC(CC(C1)(C)C)(C)C (1-prop-2-ynyl-4-[2-(3,3,5,5-tetramethylcyclohexyl)phenyl]piperazine). RXN SMILES: [CH3:1][C:2]1([CH3:22])[CH2:7][C:6]([CH3:9])([CH3:8])[CH2:5][CH:4]([C:10]2[CH:15]=[CH:14][CH:13]=[CH:12][C:11]=2[N:16]2[CH2:21][CH2:20][NH:19][CH2:18][CH2:17]2)[CH2:3]1.[CH2:23](Br)[C:24]#[CH:25].C(=O)([O-])[O-].[K+].[K+].C(=O)([O-])O.[Na+]>C(OCC)(=O)C.ClCCl.CN(C)C=O>[CH2:25]([N:19]1[CH2:18][CH2:17][N:16]([C:11]2[CH:12]=[CH:13][CH:14]=[CH:15][C:10]=2[CH:4]2[CH2:3][C:2]([CH3:22])([CH3:1])[CH2:7][C:6]([CH3:8])([CH3:9])[CH2:5]2)[CH2:21][CH2:20]1)[C:24]#[CH:23] |f:2.3.4,5.6,7.8|. Procedure: A mixture of 1-[2-(3,3,5,5-tetramethylcyclohexyl)phenyl]piperazine (30 mg, 0.1 mmol) produced in Example (8b), propargyl bromide (14.3 mg, 0.12 mmol), potassium carbonate (20.8 mg, 0.15 mmol) and dimethylformamide (1 mL) was stirred for 4 hours and 20 minutes at an external temperature of 80° C. Saturated aqueous solution of sodium hydrogencarbonate was added to the reaction mixture and extraction was performed with ethyl acetate-dichloromethane. The separated organic layer was washed with water... The reactants are FC=1C=C(C(=O)NC2=CC=C(C3=CC=CC=C23)OC2=NC(=NC=C2)S(=O)(=O)C)C=C(C1)N1CCCCC1 (3-fluoro-N-[4-(2-methanesulfonyl-pyrimidin-4-yloxy)-naphthalen-1-yl]-5-piperidin-1-yl-benzamide), C(C)(=O)N1CCNCC1 (N-acetylpiperazine). Product: C(C)(=O)N1CCN(CC1)C1=NC=CC(=N1)OC1=CC=C(C2=CC=CC=C12)NC(C1=CC(=CC(=C1)N1CCCCC1)F)=O (N-(4-{[2-(4-Acetylpiperazin-1-yl)pyrimidin-4-yl]oxy}-1-naphthyl)-3-fluoro-5-piperidin-1-ylbenzamide). Reported procedure: Compound is prepared from 3-fluoro-N-[4-(2-methanesulfonyl-pyrimidin-4-yloxy)-naphthalen-1-yl]-5-piperidin-1-yl-benzamide and N-acetylpiperazine according to conditions described in general procedure C. Mp: 102-104° C.; 1H NMR (400 MHz, DMSO-d6) δ 1.58-1.61 (m, 6 H), 1.96 (s, 3 H), 3.28-3.30 (m, 4 H), 3.36 (s, 4 H), 3.47-3.51 (m, 4 H), 6.25 (d, J=5.5 Hz, 1 H), 6.94-6.98 (m, 1 H), 7.15 (d, J=8.8 Hz, 1 H), 7.42 (d, J=8.0 Hz, 1 H), 7.46 (s, 1 H), 7.54-7.62 (m, 3 H), 7.82-7.84 (m, 1 H), 7.98-8.00 (m... RXN SMILES: [F:1][C:2]1[CH:3]=[C:4]([CH:29]=[C:30]([N:32]2[CH2:37][CH2:36][CH2:35][CH2:34][CH2:33]2)[CH:31]=1)[C:5]([NH:7][C:8]1[C:17]2[C:12](=[CH:13][CH:14]=[CH:15][CH:16]=2)[C:11]([O:18][C:19]2[CH:24]=[CH:23][N:22]=[C:21](S(C)(=O)=O)[N:20]=2)=[CH:10][CH:9]=1)=[O:6].[C:38]([N:41]1[CH2:46][CH2:45][NH:44][CH2:43][CH2:42]1)(=[O:40])[CH3:39]>>[C:38]([N:41]1[CH2:46][CH2:45][N:44]([C:21]2[N:20]=[C:19]([O:18][C:11]3[C:12]4[C:17](=[CH:16][CH:15]=[CH:14][CH:13]=4)[C:8]([NH:7][C:5](=[O:6])[C:4]4[CH:29]=[C:30]([N:32]5[CH2:37][CH2:36][CH2:35][CH2:34][CH2:33]5)[CH:31]=[C:2]([F:1])[CH:3]=4)=[CH:9][CH:10]=3)[CH:24]=[CH:23][N:22]=2)[CH2:43][CH2:42]1)(=[O:40])[CH3:39]. Reactants: ClCCOC1=CC=C(C=C1)SC (1-chloro-2-[4-(methylthio)phenoxy]ethane), C(CCCCCCC)N (n-octylamine), CSC1=CC=C(C=C1)O (4-(methylthio)phenol), ClCCBr (1-chloro-2-bromoethane). The product is Cl.CC(C)SC1=CC=C(OCCNCCCCCCCC)C=C1 (N-[2-[4-[(1-methylethyl)thio]phenoxy]ethyl]octylamine hydrochloride). Reaction SMILES: [Cl:1][CH2:2][CH2:3][O:4][C:5]1[CH:10]=[CH:9]C(SC)=C[CH:6]=1.C[S:14][C:15]1[CH:20]=CC(O)=C[CH:16]=1.Cl[CH2:23][CH2:24]Br.[CH2:26]([NH2:34])[CH2:27][CH2:28][CH2:29][CH2:30][CH2:31][CH2:32][CH3:33]>>[ClH:1].[CH3:16][CH:15]([S:14][C:24]1[CH:23]=[CH:6][C:5]([O:4][CH2:3][CH2:2][NH:34][CH2:26][CH2:27][CH2:28][CH2:29][CH2:30][CH2:31][CH2:32][CH3:33])=[CH:10][CH:9]=1)[CH3:20] |f:4.5|. Procedure: According to the procedure of Example 1, 1-chloro-2-[4-(methylthio)phenoxy]ethane from 4-(methylthio)phenol and 1-chloro-2-bromoethane is reacted with n-octylamine to provide N-[2-[4-[(1-methylethyl)thio]phenoxy]ethyl]octylamine hydrochloride. The reactants are [Br-].C(C)(=O)OC1=C(C=C[N+]2=CC=CC=C12)Br (1-acetoxy-2-bromoquinolizinium bromide), C(C=C)OC1=CC=C(N)C=C1 (p-allyloxyaniline), CCOCC (ether). The solvent is C(C)(C)O (isopropanol). Yields the product C(C=C)OC1=CC=C([NH3+])C=C1.[Br-].BrC1=C(C2=CC=CC=[N+]2C=C1)O.[Br-] (2-Bromo-1-hydroxyquinolizinium bromide p-allyloxyanilinium salt). Reaction SMILES: [Br-:1].C([O:5][C:6]1[C:15]2[N+:10](=[CH:11][CH:12]=[CH:13][CH:14]=2)[CH:9]=[CH:8][C:7]=1[Br:16])(=O)C.[CH2:17]([O:20][C:21]1[CH:27]=[CH:26][C:24]([NH2:25])=[CH:23][CH:22]=1)[CH:18]=[CH2:19].CCOCC>C(O)(C)C>[CH2:17]([O:20][C:21]1[CH:27]=[CH:26][C:24]([NH3+:25])=[CH:23][CH:22]=1)[CH:18]=[CH2:19].[Br-:16].[Br:16][C:7]1[CH:8]=[CH:9][N+:10]2[C:15](=[CH:14][CH:13]=[CH:12][CH:11]=2)[C:6]=1[OH:5].[Br-:1] |f:0.1,5.6.7.8|. Reported procedure: To a solution of 1-acetoxy-2-bromoquinolizinium bromide (10.0 g., 0.029 mole) in isopropanol (200 ml.) was added p-allyloxyaniline (11.0 g., 0.068 mole). The stirred mixture was boiled under reflux for 4.5 hours. The reaction mixture was cooled at room temperature overnight, and the solid was removed by filtration and washed with ether, providing 5.0 g. of product. The supernatant solution was treated with ether and refrigerated, providing another 5.0 g. of product, making the total yield 10.0 g... Starting materials: CSC1=CC=C(C(=O)O)C=C1 (4-(methylthio)-benzoic acid), OO (hydrogen peroxide), S(=O)([O-])[O-].[Na+].[Na+] (sodium sulfite), C(C)(=O)O (acetic acid), OO (hydrogen peroxide). The solvent is O (water). Yields the product CS(=O)(=O)C1=CC=C(C(=O)O)C=C1 (4-(methylsulfonyl)benzoic acid). The yield is 88.1%. RXN SMILES: CS[C:3]1[CH:11]=[CH:10][C:6]([C:7]([OH:9])=[O:8])=[CH:5][CH:4]=1.[C:12](O)(=O)C.OO.[S:18]([O-:21])([O-])=[O:19].[Na+].[Na+]>O>[CH3:12][S:18]([C:3]1[CH:11]=[CH:10][C:6]([C:7]([OH:9])=[O:8])=[CH:5][CH:4]=1)(=[O:21])=[O:19] |f:3.4.5|. Procedure: A mixture of 5 g of 4-(methylthio)-benzoic acid (97%) and 30 mL of glacial acetic acid was formed. The mixture was cooled in a water bath containing a small amount of ice. To the mixture was added 8.5 g of 30% hydrogen peroxide gradually over one hour. No temperature rise was observed during the addition of the hydrogen peroxide. The reaction mixture was then heated for one and a half hours with the temperature ranging between 70° C. and 100° C. Heating was stopped and the reaction mixture was a...